Dataset: the Open Reaction Database (ORD), a public repository of structured organic reaction records. Task: describe an organic reaction: reactants, conditions, products, and yield The reactants are CC(=O)Cl, CCOC(C)=O, ClCCl, Cl, COC(=O)C(CN)c1ccc(C(=O)OC(C)(C)C)cc1, c1ccncc1. Yields the product COC(=O)C(CNC(C)=O)c1ccc(C(=O)OC(C)(C)C)cc1. As a reaction SMILES: [CH3:28][C:29]([Cl:30])=[O:31].[CH3:35][CH2:36][O:37][C:38]([CH3:39])=[O:40].[Cl:32][CH2:33][Cl:34].[ClH:1].[NH2:2][CH2:3][CH:4]([C:5](=[O:6])[O:7][CH3:8])[c:9]1[cH:10][cH:11][c:12]([C:13](=[O:14])[O:15][C:16]([CH3:17])([CH3:18])[CH3:19])[cH:20][cH:21]1.[cH:22]1[cH:23][cH:24][n:25][cH:26][cH:27]1>>[NH:2]([CH2:3][CH:4]([C:5](=[O:6])[O:7][CH3:8])[c:9]1[cH:10][cH:11][c:12]([C:13](=[O:14])[O:15][C:16]([CH3:17])([CH3:18])[CH3:19])[cH:20][cH:21]1)[C:29]([CH3:28])=[O:31]. Reactants: C1OC=2C=C(C=CC2O1)C1=C(C(C2=CC=CC=C12)=O)C(=O)OCC (Ethyl 3-(3,4-Methylenedioxyphenyl)-1-oxoindene-2-carboxylate), diethyl. The solvent is C(=O)([O-])[O-].[Na+].[Na+] (Na2CO3). Yields the product COC1=CC=C(C=C1)C1C(C(C2=CC=CC=C12)C1=CC2=C(C=C1)OCO2)C(=O)O ((1RS,2SR,3SR)-1-(4-Methoxyphenyl)-3-(3,4-methylenedioxyphenyl)indane-2-carboxylic acid). Yield: 100.0%. As a reaction SMILES: [CH2:1]1[O:9][C:8]2[CH:7]=[CH:6][C:5]([C:10]3[C:18]4[C:13](=[CH:14][CH:15]=[CH:16][CH:17]=4)[C:12](=O)[C:11]=3[C:20]([O:22]CC)=[O:21])=[CH:4][C:3]=2[O:2]1>C([O-])([O-])=O.[Na+].[Na+]>[CH3:1][O:2][C:3]1[CH:4]=[CH:5][C:6]([CH:12]2[C:13]3[C:18](=[CH:17][CH:16]=[CH:15][CH:14]=3)[CH:10]([C:5]3[CH:6]=[CH:7][C:8]4[O:9][CH2:1][O:2][C:3]=4[CH:4]=3)[CH:11]2[C:20]([OH:22])=[O:21])=[CH:7][CH:8]=1 |f:1.2.3|. Procedure: Ethyl 3-(3,4-Methylenedioxyphenyl)-1-oxoindene-2-carboxylate. A solution containing diethyl 2-[2-(3,4-methylenedioxybenzoyl)benzoylmalonate (crude material prepared above) in 5% aqueous Na2CO3 (100 ml) was heated at reflux for 10 min. The reaction mixture was then allowed to cool, and the aqueous material was removed by decantation. The residue was placed in H2O (50 ml), and the mixture was heated at reflux, cooled and concentrated under reduced pressure. The residue was recrystallized from hexa... The reactants are N1(CCCCC1)CC=1C=C(OCCCN)C=CC1 (3-[3-(1-piperidinylmethyl)phenoxy]-1-propanamine), BrC1=NN=C(S1)N (5-bromo-1,3,4-thiadiazole-2-amine). Product: N1(CCCCC1)CC=1C=C(OCCCNC=2SC(=NN2)N)C=CC1 (N-[3-[3-(1-Piperidinylmethyl)phenoxy]propyl]-1,3,4-thiadiazole-2,5-diamine). As a reaction SMILES: [N:1]1([CH2:7][C:8]2[CH:9]=[C:10]([CH:16]=[CH:17][CH:18]=2)[O:11][CH2:12][CH2:13][CH2:14][NH2:15])[CH2:6][CH2:5][CH2:4][CH2:3][CH2:2]1.Br[C:20]1[S:24][C:23]([NH2:25])=[N:22][N:21]=1>>[N:1]1([CH2:7][C:8]2[CH:9]=[C:10]([CH:16]=[CH:17][CH:18]=2)[O:11][CH2:12][CH2:13][CH2:14][NH:15][C:20]2[S:24][C:23]([NH2:25])=[N:22][N:21]=2)[CH2:6][CH2:5][CH2:4][CH2:3][CH2:2]1. Procedure details: The compound is prepared by a method analogous to that of Example 51 from 3-[3-(1-piperidinylmethyl)phenoxy]-1-propanamine and 5-bromo-1,3,4-thiadiazole-2-amine. The product obtained is identical to the substance described in Example 50. The reactants are CSC1C(C(CO[SiH](C)C)C(C)(C)C)C(=O)N1C(O)C(=O)OCc1ccc([N+](=O)[O-])cc1, O=S(Cl)Cl, Cc1cccc(C)n1. The product is CSC1C(C(CO[SiH](C)C)C(C)(C)C)C(=O)N1C(Cl)C(=O)OCc1ccc([N+](=O)[O-])cc1. Reaction SMILES: [C:1]([CH3:2])([CH3:3])([CH3:4])[CH:5]([CH2:6][O:7][SiH:8]([CH3:9])[CH3:10])[CH:11]1[C:12](=[O:32])[N:13]([CH:17]([C:18](=[O:19])[O:20][CH2:21][c:22]2[cH:23][cH:24][c:25]([N+:28](=[O:29])[O-:30])[cH:26][cH:27]2)[OH:31])[CH:14]1[S:15][CH3:16].[S:41]([Cl:42])([Cl:43])=[O:44].[n:33]1[c:34]([CH3:35])[cH:36][cH:37][cH:38][c:39]1[CH3:40]>>[C:1]([CH3:2])([CH3:3])([CH3:4])[CH:5]([CH2:6][O:7][SiH:8]([CH3:9])[CH3:10])[CH:11]1[C:12](=[O:32])[N:13]([CH:17]([C:18](=[O:19])[O:20][CH2:21][c:22]2[cH:23][cH:24][c:25]([N+:28](=[O:29])[O-:30])[cH:26][cH:27]2)[Cl:43])[CH:14]1[S:15][CH3:16]. Starting materials: BrC1=CC=C(C=C1)CCCN(C(OC(C)(C)C)=O)C[C@@H](C=1C=NC=CC1)O (tert-butyl [3-(4-bromophenyl)propyl]-[(2R)-2-hydroxy-2-(3-pyridyl)ethyl]carbamate), C(C(C)C)OC=1C=C(C=CC1C(=O)OC)B(O)O ([3-isobutoxy-4-(methoxycarbonyl)phenyl]boronic acid), C([O-])([O-])=O.[Na+].[Na+] (sodium carbonate). Reagents/catalysts: C1=CC=C(C=C1)P([C-]2C=CC=C2)C3=CC=CC=C3.C1=CC=C(C=C1)P([C-]2C=CC=C2)C3=CC=CC=C3.Cl[Pd]Cl.[Fe+2] ([1,1′-bis(diphenylphosphino)ferrocene]palladium(II) dichloride), C1(=CC=CC=C1)P([C-]1C=CC=C1)C1=CC=CC=C1.[C-]1(C=CC=C1)P(C1=CC=CC=C1)C1=CC=CC=C1.[Fe+2] (1,1′-bis(diphenylphosphino)ferrocene). Run in CN(C=O)C (N,N-dimethylformamide). Reaction conditions: temperature 90 celsius, time 2.5 hour. Product: C(C)(C)(C)OC(=O)N(CCCC1=CC=C(C=C1)C1=CC(=C(C=C1)C(=O)OC)OCC(C)C)C[C@@H](C=1C=NC=CC1)O (methyl 4′-[3-[(tert-butoxycarbonyl)[(2R)-2-hydroxy-2-(3-pyridyl)ethyl]amino]-propyl]-3-isobutoxy-4-biphenylcarboxylate). Yield: 92.7%. RXN SMILES: Br[C:2]1[CH:7]=[CH:6][C:5]([CH2:8][CH2:9][CH2:10][N:11]([CH2:19][C@H:20]([OH:27])[C:21]2[CH:22]=[N:23][CH:24]=[CH:25][CH:26]=2)[C:12](=[O:18])[O:13][C:14]([CH3:17])([CH3:16])[CH3:15])=[CH:4][CH:3]=1.[CH2:28]([O:32][C:33]1[CH:34]=[C:35](B(O)O)[CH:36]=[CH:37][C:38]=1[C:39]([O:41][CH3:42])=[O:40])[CH:29]([CH3:31])[CH3:30].C(=O)([O-])[O-].[Na+].[Na+]>CN(C)C=O.C1C=CC(P(C2C=CC=CC=2)[C-]2C=CC=C2)=CC=1.C1C=CC(P(C2C=CC=CC=2)[C-]2C=CC=C2)=CC=1.Cl[Pd]Cl.[Fe+2].C1(P(C2C=CC=CC=2)[C-]2C=CC=C2)C=CC=CC=1.[C-]1(P(C2C=CC=CC=2)C2C=CC=CC=2)C=CC=C1.[Fe+2]>[C:14]([O:13][C:12]([N:11]([CH2:19][C@H:20]([OH:27])[C:21]1[CH:22]=[N:23][CH:24]=[CH:25][CH:26]=1)[CH2:10][CH2:9][CH2:8][C:5]1[CH:6]=[CH:7][C:2]([C:35]2[CH:36]=[CH:37][C:38]([C:39]([O:41][CH3:42])=[O:40])=[C:33]([O:32][CH2:28][CH:29]([CH3:31])[CH3:30])[CH:34]=2)=[CH:3][CH:4]=1)=[O:18])([CH3:17])([CH3:16])[CH3:15] |f:2.3.4,6.7.8.9,10.11.12|. Reported procedure: To a mixture of tert-butyl [3-(4-bromophenyl)propyl]-[(2R)-2-hydroxy-2-(3-pyridyl)ethyl]carbamate (312 mg), [3-isobutoxy-4-(methoxycarbonyl)phenyl]boronic acid (207 mg), [1,1′-bis(diphenylphosphino)ferrocene]palladium(II) dichloride (58.4 mg) and 1,1′-bis(diphenylphosphino)ferrocene (7.93 mg) in N,N-dimethylformamide (3.12 ml) was added 2.0M aqueous sodium carbonate solution (1.25 ml) and the mixture was stirred at 90° C. for 2.5 hours. After cooling to room temperature, palladium was removed by... Reactants: C(C)N(CCCN)CC (3-diethylaminopropylamine), C(=O)(N1C=NC=C1)N1C=NC=C1 (1,1'-carbonyldiimidazole), C1(=CC=CC=C1)S(=O)(=O)C1CNCC1 (3-(phenylsulfonyl)pyrrolidine). Run in O1CCCC1 (tetrahydrofuran), O1CCCC1 (tetrahydrofuran). Product: O.C(C)N(CCCNC(=O)N1CC(CC1)S(=O)(=O)C1=CC=CC=C1)CC (N-[3-(Diethylamino)propyl]-3-(phenylsulfonyl)-1-pyrrolidinecarboxamide Monohydrate). As a reaction SMILES: [CH2:1]([N:3]([CH2:8][CH3:9])[CH2:4][CH2:5][CH2:6][NH2:7])[CH3:2].[C:10](N1C=CN=C1)(N1C=CN=C1)=[O:11].[C:22]1([S:28]([CH:31]2[CH2:35][CH2:34][NH:33][CH2:32]2)(=[O:30])=[O:29])[CH:27]=[CH:26][CH:25]=[CH:24][CH:23]=1>O1CCCC1>[OH2:11].[CH2:1]([N:3]([CH2:8][CH3:9])[CH2:4][CH2:5][CH2:6][NH:7][C:10]([N:33]1[CH2:34][CH2:35][CH:31]([S:28]([C:22]2[CH:27]=[CH:26][CH:25]=[CH:24][CH:23]=2)(=[O:30])=[O:29])[CH2:32]1)=[O:11])[CH3:2] |f:4.5|. Reported procedure: A solution of 4.95 g (0.38 mole) of 3-diethylaminopropylamine and 6.50 g (0.040 mole) of 1,1'-carbonyldiimidazole in 400 ml of tetrahydrofuran was stirred at room temperature for 1 hr. A solution of 7.08 g (0.0336 mole) of 3-(phenylsulfonyl)pyrrolidine (free base) in 100 ml of tetrahydrofuran was added and the mixture was refluxed overnight. The tetrahydrofuran was removed in vacuo and the residue was partitioned between methylene chloride and water. The methylene chloride phase was dried over m... The reactants are Cl.NCC1(CCCC1)CC(=O)O (1-aminomethyl-1-cyclopentane-acetic acid hydrochloride), Cl (HCl), C1(CCCC1)(CC(=O)N)CC(=O)O (1,1-cyclopentane-diacetic acid monoamide), NaOH NaBrO. Yields the product Cl.C1(CCCC1)(CC(=O)N)CC(=O)O (1,1-cyclopentane-diacetic acid monoamide hydrochloride). Yield: 80.0%. Reaction SMILES: [ClH:1].NCC1(CC(O)=O)CCCC1.[C:13]1([CH2:22][C:23]([OH:25])=[O:24])([CH2:18][C:19]([NH2:21])=[O:20])[CH2:17][CH2:16][CH2:15][CH2:14]1.Cl>>[ClH:1].[C:13]1([CH2:22][C:23]([OH:25])=[O:24])([CH2:18][C:19]([NH2:21])=[O:20])[CH2:14][CH2:15][CH2:16][CH2:17]1 |f:0.1,4.5|. Procedure details: U.S. Pat. Nos. 4,024,175 and 4,087,544 disclosed that 1-aminomethyl-1-cyclopentane-acetic acid hydrochloride can be prepared by treating 1,1-cyclopentane-diacetic acid monoamide with NaOH/NaBrO followed by HCl. 1,1-cyclopentane-diacetic acid monoamide hydrochloride was obtained by passing the gabapentin HCl salt through an anion exchange column. However, no yield and purity was reported in these patents. Following similar procedures, except with a cation exchange resin for the last step, WO 02/3... Reactants: Cc1ccc(N2CCc3cc(Br)ccc32)c(NC(=O)N2CCN(C)CC2)c1, O=P(Cl)(Cl)Cl. Product: Cc1ccc2c(c1)N=C(N1CCN(C)CC1)c1cc(Br)cc3c1N2CC3. Reaction SMILES: [Br:1][c:2]1[cH:3][c:4]2[c:8]([cH:9][cH:10]1)[N:7]([c:11]1[c:12]([NH:18][C:19](=[O:20])[N:21]3[CH2:22][CH2:23][N:24]([CH3:27])[CH2:25][CH2:26]3)[cH:13][c:14]([CH3:17])[cH:15][cH:16]1)[CH2:6][CH2:5]2.[P:28]([Cl:29])([Cl:30])([Cl:31])=[O:32]>>[Br:1][c:2]1[cH:3][c:4]2[c:8]3[c:9]([cH:10]1)[C:19]([N:21]1[CH2:22][CH2:23][N:24]([CH3:27])[CH2:25][CH2:26]1)=[N:18][c:12]1[c:11]([cH:16][cH:15][c:14]([CH3:17])[cH:13]1)[N:7]3[CH2:6][CH2:5]2.